From a dataset of the Open Reaction Database (ORD), a public repository of structured organic reaction records. describe an organic reaction: reactants, conditions, products, and yield Starting materials: ClC1=NC=CC=C1C(=O)NC=1C(=NC=CC1)Cl (2-chloro-N-(2-chloro-3-pyridinyl)-3-pyridinecarboxamide), C(CC)N (propylamine). The solvent is O1CCOCC1 (dioxane). Conditions: temperature 150 celsius, time 6 hour. Product: ClC1=NC=CC=C1NC(=O)C=1C(=NC=CC1)NCCC (N-(2-Chloro-3-pyridinyl)-2-(propylamino)-3-pyridinecarboxamide). RXN SMILES: Cl[C:2]1[C:7]([C:8]([NH:10][C:11]2[C:12]([Cl:17])=[N:13][CH:14]=[CH:15][CH:16]=2)=[O:9])=[CH:6][CH:5]=[CH:4][N:3]=1.[CH2:18]([NH2:21])[CH2:19][CH3:20]>O1CCOCC1>[Cl:17][C:12]1[C:11]([NH:10][C:8]([C:7]2[C:2]([NH:21][CH2:18][CH2:19][CH3:20])=[N:3][CH:4]=[CH:5][CH:6]=2)=[O:9])=[CH:16][CH:15]=[CH:14][N:13]=1. Reported procedure: 26.8 g (0.1 mol) of 2-chloro-N-(2-chloro-3-pyridinyl)-3-pyridinecarboxamide were dissolved in 200 ml of dioxane, and the resulting solution was admixed with 21.4 g (0.362 mol) of propylamine. Thereafter, the mixture was shaken in a stainless steel pressure vessel at 150° C. for 6 hours. The reaction mixture was then evaporated in vacuo, and the residue was purified by column chromatography on silica gel, successively using dichloromethane/ethyl acetate 10/1 (v/v) and dichloromethane/cyclohexane/... The reactants are O=C([O-])O, Cc1cccc(CN)n1, CCO, O=[N+]([O-])c1cccnc1Cl, [Na+]. The product is Cc1cccc(CNc2ncccc2[N+](=O)[O-])n1. As a reaction SMILES: [C:20](=[O:21])([O-:22])[OH:23].[CH3:1][c:2]1[cH:3][cH:4][cH:5][c:6]([CH2:8][NH2:9])[n:7]1.[CH3:25][CH2:26][OH:27].[Cl:10][c:11]1[n:12][cH:13][cH:14][cH:15][c:16]1[N+:17](=[O:18])[O-:19].[Na+:24]>>[CH3:1][c:2]1[cH:3][cH:4][cH:5][c:6]([CH2:8][NH:9][c:11]2[n:12][cH:13][cH:14][cH:15][c:16]2[N+:17](=[O:18])[O-:19])[n:7]1. The reactants are two, C=CC=C (1,3-Butadiene), C1CCOC1 (THF), [Mg] (magnesium), C1(=CC=CC=C1)[SiH](Cl)Cl (phenyldichlorosilane), C=CC=C (1,3-butadiene). The solvent is C(CO)O (Ethylene glycol), CCOCC (Ether). Reaction conditions: time 24 hour. Yields the product C1(=CC=CC=C1)[SiH]1CC=CC1 (1-Phenyl-1-silacyclopent-3-ene). Yield: 19.0%. Reaction SMILES: [Mg].[C:2]1([SiH:8](Cl)Cl)[CH:7]=[CH:6][CH:5]=[CH:4][CH:3]=1.[CH2:11]1[CH2:15]O[CH2:13][CH2:12]1.C=CC=C>CCOCC.C(O)CO>[C:2]1([SiH:8]2[CH2:13][CH:12]=[CH:11][CH2:15]2)[CH:7]=[CH:6][CH:5]=[CH:4][CH:3]=1. Procedure: In a 500 mL two neck rb flask equipped with a reflux condenser, a Teflon covered magnetic stirring bar and a rubber septum was placed magnesium powder (9.6 g, 0.4 mol), phenyldichlorosilane (35.4g, 0.2 mol) and THF (300 mL). The reflux condenser was connected to a refrigeration unit. Ethylene glycol cooled to -20° C. was circulated through the reflux condenser. 1,3-Butadiene (15.1 g, 0.28 mol) was condensed at -78° C. into a volumetric flask which was sealed with a rubber septum. The 1,3-butadie...